Dataset: the Open Reaction Database (ORD), a public repository of structured organic reaction records. Task: describe an organic reaction: reactants, conditions, products, and yield The reactants are O=CCCCNC(=O)N1CCC(=CC1)C1=CC=CC=C1 (4-Phenyl-3,6-dihydro-2H-pyridine-1-carboxylic acid (4-oxobutyl)amide), C(CC)NC1CC2=C(N=CS2)CC1 (propyl-(4,5,6,7-tetrahydro-benzothiazol-6-yl)-amine). The product is C(CC)N(CCCCNC(=O)N1CCC(=CC1)C1=CC=CC=C1)C1CC2=C(N=CS2)CC1 (4-Phenyl-3,6-dihydro-2H-pyridine-1-carboxylic acid {4-[propyl-(4,5,6,7-tetrahydrobenzothiazol-6-yl)amino]butyl}amide). Yield: 45.0%. Reaction SMILES: O=[CH:2][CH2:3][CH2:4][CH2:5][NH:6][C:7]([N:9]1[CH2:14][CH:13]=[C:12]([C:15]2[CH:20]=[CH:19][CH:18]=[CH:17][CH:16]=2)[CH2:11][CH2:10]1)=[O:8].[CH2:21]([NH:24][CH:25]1[CH2:33][CH2:32][C:28]2[N:29]=[CH:30][S:31][C:27]=2[CH2:26]1)[CH2:22][CH3:23]>>[CH2:21]([N:24]([CH:25]1[CH2:33][CH2:32][C:28]2[N:29]=[CH:30][S:31][C:27]=2[CH2:26]1)[CH2:2][CH2:3][CH2:4][CH2:5][NH:6][C:7]([N:9]1[CH2:14][CH:13]=[C:12]([C:15]2[CH:20]=[CH:19][CH:18]=[CH:17][CH:16]=2)[CH2:11][CH2:10]1)=[O:8])[CH2:22][CH3:23]. Reported procedure: Compound 62 is prepared from 62C and 1C as described for 1. The salt of maleic acid is crystallized from acetonitrile/diethylether.